From a dataset of the Open Reaction Database (ORD), a public repository of structured organic reaction records. describe an organic reaction: reactants, conditions, products, and yield The reactants are [BH3-]C#N.[Na+] (NaCNBH3), CC1=C2CC=3NC4=CC=CC=C4C3C2=CC(=C1)OC (5,6-dihydro-7-methyl-9-methoxyindeno[2,1-b]indole), [OH-].[Na+] (NaOH). The solvent is O (water), C(C)(=O)O (acetic acid). Conditions: time 3 hour. Yields the product CC1=C2C[C@H]3NC4=CC=CC=C4[C@H]3C2=CC(=C1)OC (cis-5a,5,6,10b-tetrahydro-7-methyl-9-methoxyindeno[2,1-b]indole). Reaction SMILES: [CH3:1][C:2]1[CH:17]=[C:16]([O:18][CH3:19])[CH:15]=[C:14]2[C:3]=1[CH2:4][C:5]1[NH:6][C:7]3[C:12]([C:13]=12)=[CH:11][CH:10]=[CH:9][CH:8]=3.[BH3-]C#N.[Na+].[OH-].[Na+]>C(O)(=O)C.O>[CH3:1][C:2]1[CH:17]=[C:16]([O:18][CH3:19])[CH:15]=[C:14]2[C:3]=1[CH2:4][C@@H:5]1[C@H:13]2[C:12]2[C:7](=[CH:8][CH:9]=[CH:10][CH:11]=2)[NH:6]1 |f:1.2,3.4|. Reported procedure: To a stirred suspension of 0.74 g of (0.00296 mol) of 5,6-dihydro-7-methyl-9-methoxyindeno[2,1-b]indole in 25 ml of acetic acid was added 0.93 g (0.0148 mol) of NaCNBH3 in portions during 5 minutes. The mixture was stirred for 3 hours at room temperature, whereafter it was diluted with water and then stirred for another hour. The resulting mixture was alkalinized with NaOH-solution (10M) to pH9, and was then extracted twice with ether. The combined organic phases were washed twice with aqueous N...